This data is from the Open Reaction Database (ORD), a public repository of structured organic reaction records. The task is: describe an organic reaction: reactants, conditions, products, and yield Starting materials: ClC1=NC(=NC(=C1C)N1CCN(CC1)C1=NC=CC=C1C(F)(F)F)N1CCOCC1 (4-(4-chloro-5-methyl-6-{4-[3-(trifluoromethyl)(2-pyridyl)]piperazinyl}pyrimidin-2-yl)morpholine), ClC=1C=C(C=CC1F)B(O)O (3-chloro-4-fluorophenylboronic acid), C([O-])([O-])=O.[K+].[K+] (potassium carbonate). Reagents/catalysts: C=1C=CC(=CC1)[P](C=2C=CC=CC2)(C=3C=CC=CC3)[Pd]([P](C=4C=CC=CC4)(C=5C=CC=CC5)C=6C=CC=CC6)([P](C=7C=CC=CC7)(C=8C=CC=CC8)C=9C=CC=CC9)[P](C=1C=CC=CC1)(C=1C=CC=CC1)C=1C=CC=CC1 (Pd(PPh3)4). Run in C1(=CC=CC=C1)C (toluene). Conditions: temperature 80 celsius. The product is ClC=1C=C(C=CC1F)C1=NC(=NC(=C1C)N1CCN(CC1)C1=NC=CC=C1C(F)(F)F)N1CCOCC1 (4-(4-(3-Chloro-4-fluorophenyl)-5-methyl-6-{4-[3-(trifluoromethyl)(2-pyridyl)]piperazinyl}pyrimidin-2-yl)morpholine). RXN SMILES: Cl[C:2]1[C:7]([CH3:8])=[C:6]([N:9]2[CH2:14][CH2:13][N:12]([C:15]3[C:20]([C:21]([F:24])([F:23])[F:22])=[CH:19][CH:18]=[CH:17][N:16]=3)[CH2:11][CH2:10]2)[N:5]=[C:4]([N:25]2[CH2:30][CH2:29][O:28][CH2:27][CH2:26]2)[N:3]=1.[Cl:31][C:32]1[CH:33]=[C:34](B(O)O)[CH:35]=[CH:36][C:37]=1[F:38].C(=O)([O-])[O-].[K+].[K+]>C1(C)C=CC=CC=1.C1C=CC([P]([Pd]([P](C2C=CC=CC=2)(C2C=CC=CC=2)C2C=CC=CC=2)([P](C2C=CC=CC=2)(C2C=CC=CC=2)C2C=CC=CC=2)[P](C2C=CC=CC=2)(C2C=CC=CC=2)C2C=CC=CC=2)(C2C=CC=CC=2)C2C=CC=CC=2)=CC=1>[Cl:31][C:32]1[CH:33]=[C:34]([C:2]2[C:7]([CH3:8])=[C:6]([N:9]3[CH2:14][CH2:13][N:12]([C:15]4[C:20]([C:21]([F:23])([F:22])[F:24])=[CH:19][CH:18]=[CH:17][N:16]=4)[CH2:11][CH2:10]3)[N:5]=[C:4]([N:25]3[CH2:30][CH2:29][O:28][CH2:27][CH2:26]3)[N:3]=2)[CH:35]=[CH:36][C:37]=1[F:38] |f:2.3.4,^1:58,60,79,98|. Procedure: A mixture of 4-(4-chloro-5-methyl-6-{4-[3-(trifluoromethyl)(2-pyridyl)]piperazinyl}pyrimidin-2-yl)morpholine (66 mg, 0.15 mmol), 3-chloro-4-fluorophenylboronic acid (35 mg, 0.2 mmol), Pd(PPh3)4 (10 mg) and 2M potassium carbonate (0.2 mL) in toluene (3 mL) is heated, under a nitrogen atmosphere, at 80° C. for 4 hours. The reaction mixture is cooled and the layers separated. The aqueous layer is extracted with EtOAc (3×10 mL) and the combined organics washed with 4M NaOH (10 mL), water (10 mL), br... Reactants: C12(CC3CC(CC(C1)C3)C2)CN (1-adamantanemethylamine), ClC1=C(C(=O)O)C=C(C=C1)F (2-chloro-5-fluorobenzoic acid). Yields the product ClC1=C(C(=O)NCC23CC4CC(CC(C2)C4)C3)C=C(C=C1)F (2-Chloro-5-fluoro-N-(tricyclo[3.3.1.13,7]dec-1-ylmethyl)-benzamide), solid. RXN SMILES: [C:1]12([CH2:11][NH2:12])[CH2:10][CH:5]3[CH2:6][CH:7]([CH2:9][CH:3]([CH2:4]3)[CH2:2]1)[CH2:8]2.[Cl:13][C:14]1[CH:22]=[CH:21][C:20]([F:23])=[CH:19][C:15]=1[C:16](O)=[O:17]>>[Cl:13][C:14]1[CH:22]=[CH:21][C:20]([F:23])=[CH:19][C:15]=1[C:16]([NH:12][CH2:11][C:1]12[CH2:8][CH:7]3[CH2:6][CH:5]([CH2:4][CH:3]([CH2:9]3)[CH2:2]1)[CH2:10]2)=[O:17]. Reported procedure: Prepared according to the method of Example 41 from 1-adamantanemethylamine (0.1 ml) and 2-chloro-5-fluorobenzoic acid (0.098 g) to give the title compound as a while solid (0.165 g). Reaction SMILES: [C:27]([OH:28])(=[O:29])[CH3:30].[CH3:1][O:2][c:3]1[cH:4][c:5]([NH:11][C:12]([CH3:13])=[O:14])[cH:6][cH:7][c:8]1[O:9][CH3:10].[Cl:24][CH2:25][Cl:26].[I:15][Cl:16].[Na+:17].[Na+:18].[O-:19][S:20]([O-:21])(=[S:22])=[O:23]>>[CH3:1][O:2][c:3]1[cH:4][c:5]([NH:11][C:12]([CH3:13])=[O:14])[c:6]([I:15])[cH:7][c:8]1[O:9][CH3:10]. Starting materials: CC(=O)O, COc1ccc(NC(C)=O)cc1OC, ClCCl, ClI, [Na+], [Na+], O=S([O-])([O-])=S. The product is COc1cc(I)c(NC(C)=O)cc1OC. Reactants: [Si](C)(C)(C(C)(C)C)OCC1=CC(=NC=C1)C#N (4-(tert-butyldimethylsilyloxymethyl)pyridinecarbonitrile), C(C)(=O)C1=NC=CC(=C1)Cl (2-acetyl-4-chloropyridine). Yields the product C(C)(=O)C1=NC=CC(=C1)CO[Si](C)(C)C(C)(C)C (2-Acetyl-4-(tert-butyldimethylsilyloxymethyl)pyridine). As a reaction SMILES: [Si:1]([O:8][CH2:9]C1C=CN=C(C#N)C=1)([C:4]([CH3:7])([CH3:6])[CH3:5])([CH3:3])[CH3:2].[C:18]([C:21]1[CH:26]=[C:25](Cl)[CH:24]=[CH:23][N:22]=1)(=[O:20])[CH3:19]>>[C:18]([C:21]1[CH:26]=[C:25]([CH2:9][O:8][Si:1]([C:4]([CH3:7])([CH3:6])[CH3:5])([CH3:3])[CH3:2])[CH:24]=[CH:23][N:22]=1)(=[O:20])[CH3:19]. Procedure details: The title compound was prepared from 4-(tert-butyldimethylsilyloxymethyl)pyridinecarbonitrile (A. Hadri et al., J. Heterocycl. Chem., 1993, 30, 631) according to the procedure for preparing 2-acetyl-4-chloropyridine described in Example 33. Reactants: II (iodine), [Li+].[Cl-] (LiCl), ClC=1C=NC(=C(C(=O)OC(C)(C)C)C1F)F (tert-butyl 5-chloro-2,4-difluoronicotinate). The solvent is C1CCOC1 (THF), C1CCOC1 (THF). Reaction conditions: temperature 0 celsius, time 20 minute. The product is ClC=1C(=NC(=C(C(=O)OC(C)(C)C)C1F)F)I (tert-butyl 5-chloro-2,4-difluoro-6-iodonicotinate). The yield is 66.6%. Reaction SMILES: [Li+].[Cl-].[Cl:3][C:4]1[CH:5]=[N:6][C:7]([F:18])=[C:8]([C:16]=1[F:17])[C:9]([O:11][C:12]([CH3:15])([CH3:14])[CH3:13])=[O:10].[I:19]I>C1COCC1>[Cl:3][C:4]1[C:5]([I:19])=[N:6][C:7]([F:18])=[C:8]([C:16]=1[F:17])[C:9]([O:11][C:12]([CH3:14])([CH3:15])[CH3:13])=[O:10] |f:0.1|. Procedure details: Into a solution of TMPMgCl LiCl (1.0 M×2.4 mL, 2.4 mmol) in THF at −45° C. was added dropwise a solution of tert-butyl 5-chloro-2,4-difluoronicotinate (0.4 g, 1.6 mmol) in THF (3.0 mL). The mixture was stirred for 20 min then iodine (0.61 g, 2.4 mmol) was added. After 15 min at −45° C., the temperature was allowed to warm to 0° C. The reaction was quenched with saturated NH4Cl and extracted with ethyl acetate. The organic layers were combined, dried over sodium sulfate and evaporated. The residu...